From a dataset of the Open Reaction Database (ORD), a public repository of structured organic reaction records. describe an organic reaction: reactants, conditions, products, and yield The reactants are CN (methylamine), solution, ClC1=CC=C2C(=N1)N(C(=N2)C2=CC=C(C=C2)C)CC(=O)O (5-chloro-2-(4-methylphenyl)-3H-imidazo[4,5-b]pyridine-3-acetic acid), CN(C=O)C (dimethylformamide), S(=O)(Cl)Cl (Thionyl chloride). Solvent: O1CCCC1 (tetrahydrofuran), O1CCCC1 (tetrahydrofuran). Yields the product ClC1=CC=C2C(=N1)N(C(=N2)C2=CC=C(C=C2)C)CC(=O)NC (5-Chloro-2-(4-methylphenyl)-N-methyl-3H-imidazo[4,5-b]pyridine-3-acetamide). The yield is 63.5%. As a reaction SMILES: [Cl:1][C:2]1[N:7]=[C:6]2[N:8]([CH2:18][C:19]([OH:21])=O)[C:9]([C:11]3[CH:16]=[CH:15][C:14]([CH3:17])=[CH:13][CH:12]=3)=[N:10][C:5]2=[CH:4][CH:3]=1.[CH3:22][N:23](C)C=O.S(Cl)(Cl)=O.CN>O1CCCC1>[Cl:1][C:2]1[N:7]=[C:6]2[N:8]([CH2:18][C:19]([NH:23][CH3:22])=[O:21])[C:9]([C:11]3[CH:16]=[CH:15][C:14]([CH3:17])=[CH:13][CH:12]=3)=[N:10][C:5]2=[CH:4][CH:3]=1. Procedure details: A slurry of 5-chloro-2-(4-methylphenyl)-3H-imidazo[4,5-b]pyridine-3-acetic acid (2.8 g, 0.0093 mole) in tetrahydrofuran (11.3 ml) and dimethylformamide (0.68 g, 0.0093 mole) was cooled in an ice bath under nitrogen. Thionyl chloride (1.22 g, 0.0102 mole) was added dropwise to the stirred suspension. After stirring at room temperature for twenty minutes, the solution was cooled again in an ice bath and a solution of methylamine in tetrahydrofuran (21.5 ml of a 2.59M solution, 0.056 mole) was adde... Reaction conditions: time 1.5 hour. Yields the product ClC1=C(COC2=CC=C(CC(C(=O)O)C(=O)NC3=C(C=CC=C3OC)OC)C=C2)C(=CC=C1)Cl (2-{4-[(2,6-Dichlorobenzyl)oxy]benzyl}-3-(2,6-dimethoxyanilino)-3-oxopropanoic Acid). Reported procedure: LiOH.H2O (120 mg, 2.9 mmol) was added to a solution of the compound of Example 1 (0.98 g, 1.9 mmol) in THF (10 ml) and water (5 ml) and the reaction stirred at room temperature for 1.5 h, then acidified to pH1 with 10% hydrochloric acid and extracted with DCM (2×25 ml). The combined organic layers were dried (MgSO4) and the solvent evaporated in vacuo to give a white foam that was triturated with DCM/Et2O to give the title compound as a white solid (0.52 g, 54%). δH (DMSO d6) 9.09 (1H, br s, NH)... The reactants are O[Li].O (LiOH.H2O), ClC1=C(COC2=CC=C(CC(C(=O)OC)C(=O)NC3=C(C=CC=C3OC)OC)C=C2)C(=CC=C1)Cl (Methyl 2-{4-[(2,6-Dichlorobenzyl)oxy]benzyl}-3-(2,6-dimethoxyanilino)-3-oxopropanoate), Cl (hydrochloric acid). As a reaction SMILES: O[Li].O.[Cl:4][C:5]1[CH:37]=[CH:36][CH:35]=[C:34]([Cl:38])[C:6]=1[CH2:7][O:8][C:9]1[CH:33]=[CH:32][C:12]([CH2:13][CH:14]([C:19]([NH:21][C:22]2[C:27]([O:28][CH3:29])=[CH:26][CH:25]=[CH:24][C:23]=2[O:30][CH3:31])=[O:20])[C:15]([O:17]C)=[O:16])=[CH:11][CH:10]=1.Cl>C1COCC1.O>[Cl:4][C:5]1[CH:37]=[CH:36][CH:35]=[C:34]([Cl:38])[C:6]=1[CH2:7][O:8][C:9]1[CH:33]=[CH:32][C:12]([CH2:13][CH:14]([C:19]([NH:21][C:22]2[C:27]([O:28][CH3:29])=[CH:26][CH:25]=[CH:24][C:23]=2[O:30][CH3:31])=[O:20])[C:15]([OH:17])=[O:16])=[CH:11][CH:10]=1 |f:0.1|. The solvent is C1CCOC1 (THF), O (water). Isolated yield 54.3%. Reactants: C1CCOC1, CO, O=CO, O=[N+]([O-])c1c(CS(=O)(=O)c2cccc3ccccc23)cccc1OCCCl. The product is Nc1c(CS(=O)(=O)c2cccc3ccccc23)cccc1OCCCl. Reaction SMILES: [CH2:31]1[O:32][CH2:33][CH2:34][CH2:35]1.[CH3:36][OH:37].[CH:28]([OH:29])=[O:30].[Cl:1][CH2:2][CH2:3][O:4][c:5]1[c:6]([N+:25]([O-:26])=[O:27])[c:7]([CH2:11][S:12](=[O:13])(=[O:14])[c:15]2[cH:16][cH:17][cH:18][c:19]3[cH:20][cH:21][cH:22][cH:23][c:24]23)[cH:8][cH:9][cH:10]1>>[Cl:1][CH2:2][CH2:3][O:4][c:5]1[c:6]([NH2:25])[c:7]([CH2:11][S:12](=[O:13])(=[O:14])[c:15]2[cH:16][cH:17][cH:18][c:19]3[cH:20][cH:21][cH:22][cH:23][c:24]23)[cH:8][cH:9][cH:10]1. The reactants are FC1=C(C(=O)O)C=CC(=C1)OC1=CC(=C(C=C1)C(CC(=O)C1=CN(C(C=C1)=O)C)C1=C(C=CC=C1)C)F (2-fluoro-4-{3-fluoro-4-[3-(1-methyl-6-oxo-1,6-dihydro-pyridin-3-yl)-3-oxo-1-o-tolyl-propyl]-phenoxy}-benzoic acid), Cl.NO (hydroxylamine hydrochloride), C(=O)(O)[O-].[Na+] (NaHCO3). Yields the product FC1=C(C(=O)O)C=CC(=C1)OC1=CC(=C(C=C1)C(C\C(\C1=CN(C(C=C1)=O)C)=N/O)C1=C(C=CC=C1)C)F (2-Fluoro-4-{3-fluoro-4-[3-[(E)-hydroxyimino]-3-(1-methyl-6-oxo-1,6-dihydro-pyridin-3-yl)-1-o-tolyl-propyl]-phenoxy}-benzoic acid). As a reaction SMILES: [F:1][C:2]1[CH:10]=[C:9]([O:11][C:12]2[CH:17]=[CH:16][C:15]([CH:18]([C:30]3[CH:35]=[CH:34][CH:33]=[CH:32][C:31]=3[CH3:36])[CH2:19][C:20]([C:22]3[CH:27]=[CH:26][C:25](=[O:28])[N:24]([CH3:29])[CH:23]=3)=O)=[C:14]([F:37])[CH:13]=2)[CH:8]=[CH:7][C:3]=1[C:4]([OH:6])=[O:5].Cl.[NH2:39][OH:40].C([O-])(O)=O.[Na+]>>[F:1][C:2]1[CH:10]=[C:9]([O:11][C:12]2[CH:17]=[CH:16][C:15]([CH:18]([C:30]3[CH:35]=[CH:34][CH:33]=[CH:32][C:31]=3[CH3:36])[CH2:19]/[C:20](=[N:39]\[OH:40])/[C:22]3[CH:27]=[CH:26][C:25](=[O:28])[N:24]([CH3:29])[CH:23]=3)=[C:14]([F:37])[CH:13]=2)[CH:8]=[CH:7][C:3]=1[C:4]([OH:6])=[O:5] |f:1.2,3.4|. Procedure: In analogy to example 151, step 3, 2-fluoro-4-{3-fluoro-4-[3-(1-methyl-6-oxo-1,6-dihydro-pyridin-3-yl)-3-oxo-1-o-tolyl-propyl]-phenoxy}-benzoic acid was reacted with hydroxylamine hydrochloride in the presence of NaHCO3 to give the title compound as a colorless solid, MS (ESI+): m/z=519.2 [M+H]+. The reactants are OCCCCCNS(=O)(=O)C1=CC=C(C=C1)Br (4-bromophenyl-sulfonic acid-(5-hydroxypentyl)-amide), OC1=CC=C(C=C1)B(O)O (4-hydroxyphenyl boronic acid). The product is OCCCCCNS(=O)(=O)C1=CC=C(C=C1)C1=CC=C(C=C1)O (4′-Hydroxybiphenyl-4-sulfonic acid-(5-hydroxypentyl)-amide). Reaction SMILES: [OH:1][CH2:2][CH2:3][CH2:4][CH2:5][CH2:6][NH:7][S:8]([C:11]1[CH:16]=[CH:15][C:14](Br)=[CH:13][CH:12]=1)(=[O:10])=[O:9].[OH:18][C:19]1[CH:24]=[CH:23][C:22](B(O)O)=[CH:21][CH:20]=1>>[OH:1][CH2:2][CH2:3][CH2:4][CH2:5][CH2:6][NH:7][S:8]([C:11]1[CH:16]=[CH:15][C:14]([C:22]2[CH:23]=[CH:24][C:19]([OH:18])=[CH:20][CH:21]=2)=[CH:13][CH:12]=1)(=[O:10])=[O:9]. Procedure: Using a method analogous to that described in Example 40, 4-bromophenyl-sulfonic acid-(5-hydroxypentyl)-amide and 4-hydroxyphenyl boronic acid were reacted to give the title compound as a white solid. δC (DMSO, 62.9 MHz): 22.6, 28.9, 32.0, 42.6, 60.5, 116.0, 126.4, 127.2, 128.2, 129.2, 138.1, 143.8 and 158.1. Reactants: C(C)NC1=C(C=NC=C1)[N+](=O)[O-] (4-ethylamino-3-nitropyridine), C1(=CC=C(C=C1)S(=O)(=O)[O-])C.C(C1=CC=CC=C1)N1[CH2+](SC(C1=O)=C1SC2=C(N1C)C=CC=C2)SC (3-benzyl-5-(3-methyl-3H-benzothiazol-2-ylidene)-2-methylthio-4-oxo-2-thiazolium p-toluenesulfonate). Reported procedure: In a manner similar to Example 30, intermediate 4-ethylamino-3-nitropyridine was hydrogenated and then condensed with 3-benzyl-5-(3-methyl-3H-benzothiazol-2-ylidene)-2-methylthio-4-oxo-2-thiazolium p-toluenesulfonate to afford the title compound. 1H-NMR (CDCl3): δ 8.04–8.09 (2H, m), 7.53 (1H, d), 7.44–7.48 (2H, m), 7.27–7.38 (4H, m), 7.19 (1H, m), 7.07 (1H, d), 6.42 (1H, d), 5.19 (2H, s), 4.12 (1H, br t), 3.79 (3H, s), 3.02 (2H, m), 1.05 (3H, t); MS(ESI): 474 (MH+). As a reaction SMILES: [CH2:1]([NH:3][C:4]1[CH:9]=[CH:8][N:7]=[CH:6][C:5]=1[N+:10]([O-])=O)[CH3:2].C1(C)C=CC(S([O-])(=O)=O)=CC=1.[CH2:24]([N:31]1[C:35](=[O:36])[C:34](=[C:37]2[N:41]([CH3:42])[C:40]3[CH:43]=[CH:44][CH:45]=[CH:46][C:39]=3[S:38]2)[S:33][CH2+:32]1SC)[C:25]1[CH:30]=[CH:29][CH:28]=[CH:27][CH:26]=1>>[CH2:24]([N:31]1[C:35](=[O:36])[C:34](=[C:37]2[N:41]([CH3:42])[C:40]3[CH:43]=[CH:44][CH:45]=[CH:46][C:39]=3[S:38]2)[S:33][C:32]1=[N:10][C:5]1[CH:6]=[N:7][CH:8]=[CH:9][C:4]=1[NH:3][CH2:1][CH3:2])[C:25]1[CH:26]=[CH:27][CH:28]=[CH:29][CH:30]=1 |f:1.2|. The product is C(C1=CC=CC=C1)N1C(SC(C1=O)=C1SC2=C(N1C)C=CC=C2)=NC=2C=NC=CC2NCC (3-benzyl-2-(4-ethylaminopyridin-3-ylimino)-5-(3-methyl-3H-benzothiazol-2-ylidene)thiazolidin-4-one). Reactants: FC1=CC=C(C=C1)C1=NN2C(C=CC(=C2)C#N)=C1 (2-(4-fluorophenyl)-6-cyanopyrazolo[1,5-a]pyridine), C(C)(=O)OC(C)=O (acetic anhydride), [OH-].[Na+] (sodium hydroxide). Reagents/catalysts: S(O)(O)(=O)=O (sulfuric acid). Solvent: ice water. Reaction conditions: temperature 120 celsius, time 5 hour. The product is FC1=CC=C(C=C1)C1=NN2C(C=CC(=C2)C#N)=C1C(C)=O (2-(4-Fluorophenyl)-3-acetyl-6-cyanopyrazolo[1,5-a]pyridine). Reaction SMILES: [F:1][C:2]1[CH:7]=[CH:6][C:5]([C:8]2[CH:18]=[C:11]3[CH:12]=[CH:13][C:14]([C:16]#[N:17])=[CH:15][N:10]3[N:9]=2)=[CH:4][CH:3]=1.[OH-].[Na+].[C:21](OC(=O)C)(=[O:23])[CH3:22]>S(=O)(=O)(O)O>[F:1][C:2]1[CH:3]=[CH:4][C:5]([C:8]2[C:18]([C:21](=[O:23])[CH3:22])=[C:11]3[CH:12]=[CH:13][C:14]([C:16]#[N:17])=[CH:15][N:10]3[N:9]=2)=[CH:6][CH:7]=1 |f:1.2|. Procedure: A solution of 2-(4-fluorophenyl)-6-cyanopyrazolo[1,5-a]pyridine (6.7 g, 11 mmol) and concentrated sulfuric acid (2 drops) in acetic anhydride (25 mL) was heated, and stirred, at 120° C. under N2 for 5 h. The solution was cooled to room temperature, diluted with ice water and basified to pH 11 using 2 N aqueous sodium hydroxide. The solution was extracted with chloroform (3×), and the combined organic extracts were dried and the solvent was evaporated in vacuo. Trituration with methanol afforded ... The yield is 65.3%. Reaction SMILES: [N:1]1[CH:6]=[CH:5][CH:4]=[CH:3][C:2]=1[C:7]1[N:11]=[C:10]([C:12]2[CH:17]=[C:16]([OH:18])[CH:15]=[C:14]([C:19]#[N:20])[CH:13]=2)[O:9][N:8]=1.C(=O)([O-])[O-].[K+].[K+].I[CH:28]([CH3:30])[CH3:29]>CN(C)C=O.ClCCl>[N:1]1[CH:6]=[CH:5][CH:4]=[CH:3][C:2]=1[C:7]1[N:11]=[C:10]([C:12]2[CH:17]=[C:16]([O:18][CH:28]([CH3:30])[CH3:29])[CH:15]=[C:14]([C:19]#[N:20])[CH:13]=2)[O:9][N:8]=1 |f:1.2.3|. Run in CN(C=O)C (N,N-dimethylformamide), ClCCl (dichloromethane). Run at temperature 90 celsius. Procedure: A mixture of 3-(2-pyridyl)-5-(3-cyano-5-hydroxyphenyl)-1,2,4-oxadiazole (30 mg, 0.12 mmol), potassium carbonate (32 mg, 0.23 mmol) and 2-iodopropane (17 μL, 0.17 mmol) in N,N-dimethylformamide (1 mL) was heated in a sealed vial at 90° C. for 2 hours. The reaction was cooled, diluted with dichloromethane, washed with water (3×) and saturated brine, filtered and concentrated. Silica gel chromatography using a hexanes/ethyl acetate/dichloromethane (3.5:0.5:4) afforded 24 mg (68%) of 3-(2-pyridyl)-5... Starting materials: N1=C(C=CC=C1)C1=NOC(=N1)C1=CC(=CC(=C1)O)C#N (3-(2-pyridyl)-5-(3-cyano-5-hydroxyphenyl)-1,2,4-oxadiazole), C([O-])([O-])=O.[K+].[K+] (potassium carbonate), IC(C)C (2-iodopropane). Product: N1=C(C=CC=C1)C1=NOC(=N1)C1=CC(=CC(=C1)OC(C)C)C#N (3-(2-pyridyl)-5-(3-cyano-5-isopropoxyphenyl)-1,2,4-oxadiazole). Starting materials: CS(=O)(=O)Cl, CC1CCCN1CCCOc1cnc2[nH]c(C(=O)N3CCC(F)(F)CC3)cc2c1, [H-], [Na+]. The product is CC1CCCN1CCCOc1cnc2c(c1)cc(C(=O)N1CCC(F)(F)CC1)n2S(C)(=O)=O. Reaction SMILES: [CH3:32][S:33]([Cl:34])(=[O:35])=[O:36].[F:1][C:2]1([F:29])[CH2:3][CH2:4][N:5]([C:8](=[O:9])[c:10]2[cH:11][c:12]3[c:13]([n:14][cH:15][c:16]([O:18][CH2:19][CH2:20][CH2:21][N:22]4[CH:23]([CH3:27])[CH2:24][CH2:25][CH2:26]4)[cH:17]3)[nH:28]2)[CH2:6][CH2:7]1.[H-:30].[Na+:31]>>[F:1][C:2]1([F:29])[CH2:3][CH2:4][N:5]([C:8](=[O:9])[c:10]2[cH:11][c:12]3[c:13]([n:14][cH:15][c:16]([O:18][CH2:19][CH2:20][CH2:21][N:22]4[CH:23]([CH3:27])[CH2:24][CH2:25][CH2:26]4)[cH:17]3)[n:28]2[S:33]([CH3:32])(=[O:35])=[O:36])[CH2:6][CH2:7]1. Starting materials: CCOC(CNCc1ccccc1)OCC, ClCCl, CCN=C=NCCCN(C)C, CCN(C(C)C)C(C)C, O=C(O)c1cc(-c2ccc(Cl)cc2)n(-c2ccc(Cl)cc2Cl)n1, Cl. Yields the product CCOC(CNC(=O)c1cc(-c2ccc(Cl)cc2)n(-c2ccc(Cl)cc2Cl)n1)OCC. RXN SMILES: [CH2:24]([c:25]1[cH:26][cH:27][cH:28][cH:29][cH:30]1)[NH:31][CH2:32][CH:33]([O:34][CH2:35][CH3:36])[O:37][CH2:38][CH3:39].[CH2:61]([Cl:62])[Cl:63].[CH3:41][N:42]([CH3:43])[CH2:44][CH2:45][CH2:46][N:47]=[C:48]=[N:49][CH2:50][CH3:51].[CH:52]([N:53]([CH:54]([CH3:55])[CH3:56])[CH2:57][CH3:58])([CH3:59])[CH3:60].[Cl:1][c:2]1[cH:3][cH:4][c:5](-[c:8]2[cH:9][c:10]([C:21](=[O:22])[OH:23])[n:11][n:12]2-[c:13]2[c:14]([Cl:20])[cH:15][c:16]([Cl:19])[cH:17][cH:18]2)[cH:6][cH:7]1.[ClH:40]>>[Cl:1][c:2]1[cH:3][cH:4][c:5](-[c:8]2[cH:9][c:10]([C:21](=[O:23])[NH:31][CH2:32][CH:33]([O:34][CH2:35][CH3:36])[O:37][CH2:38][CH3:39])[n:11][n:12]2-[c:13]2[c:14]([Cl:20])[cH:15][c:16]([Cl:19])[cH:17][cH:18]2)[cH:6][cH:7]1.